From a dataset of the Open Reaction Database (ORD), a public repository of structured organic reaction records. describe an organic reaction: reactants, conditions, products, and yield The reactants are NC=1C(=C(OCC(CNC(=O)NCC2=CC=C(C=C2)OC)(C)C)C=CC1)C#N (1-(3-(3-amino-2-cyanophenoxy)-2,2-dimethylpropyl)-3-(4-methoxybenzyl)urea), S(N)(=O)(=O)Cl (sulfamoyl chloride). Yields the product S(N)(=O)(=O)NC=1C(=C(OCC(CNC(=O)NCC2=CC=C(C=C2)OC)(C)C)C=CC1)C#N (1-(3-(3-sulfamoylamino-2-cyanophenoxy)-2,2-dimethylpropyl)-3-(4-methoxybenzyl)urea). Yield: 100.0%. As a reaction SMILES: [NH2:1][C:2]1[C:3]([C:27]#[N:28])=[C:4]([CH:24]=[CH:25][CH:26]=1)[O:5][CH2:6][C:7]([CH3:23])([CH3:22])[CH2:8][NH:9][C:10]([NH:12][CH2:13][C:14]1[CH:19]=[CH:18][C:17]([O:20][CH3:21])=[CH:16][CH:15]=1)=[O:11].[S:29](Cl)(=[O:32])(=[O:31])[NH2:30]>>[S:29]([NH:1][C:2]1[C:3]([C:27]#[N:28])=[C:4]([CH:24]=[CH:25][CH:26]=1)[O:5][CH2:6][C:7]([CH3:23])([CH3:22])[CH2:8][NH:9][C:10]([NH:12][CH2:13][C:14]1[CH:15]=[CH:16][C:17]([O:20][CH3:21])=[CH:18][CH:19]=1)=[O:11])(=[O:32])(=[O:31])[NH2:30]. Reported procedure: Prepared as in Example 215a from 1-(3-(3-amino-2-cyanophenoxy)-2,2-dimethylpropyl)-3-(4-methoxybenzyl)urea (Example 252b) and sulfamoyl chloride in 100% yield. MS 462 (MH+). Starting materials: FC1=C(C#N)C=CC(=C1)O (2-fluoro-4-hydroxybenzonitrile), CC1=C(C=CC(=C1)[N+](=O)[O-])NC(=O)C1(OC1)C (2-methyloxirane-2-carboxylic acid (2-methyl-4-nitrophenyl)amide). Product: C(#N)C1=C(C=C(OCC(C(=O)NC2=C(C=C(C=C2)[N+](=O)[O-])C)(C)O)C=C1)F (3-(4-Cyano-3-fluorophenoxy)-2-hydroxy-2-methyl-N-(2-methyl-4-nitrophenyl)propionamide). As a reaction SMILES: [F:1][C:2]1[CH:9]=[C:8]([OH:10])[CH:7]=[CH:6][C:3]=1[C:4]#[N:5].[CH3:11][C:12]1[CH:17]=[C:16]([N+:18]([O-:20])=[O:19])[CH:15]=[CH:14][C:13]=1[NH:21][C:22]([C:24]1([CH3:27])[CH2:26][O:25]1)=[O:23]>>[C:4]([C:3]1[CH:6]=[CH:7][C:8]([O:10][CH2:27][C:24]([OH:25])([CH3:26])[C:22]([NH:21][C:13]2[CH:14]=[CH:15][C:16]([N+:18]([O-:20])=[O:19])=[CH:17][C:12]=2[CH3:11])=[O:23])=[CH:9][C:2]=1[F:1])#[N:5]. Reported procedure: 3-(4-Cyano-3-fluorophenoxy)-2-hydroxy-2-methyl-N-(2-methyl-4-nitrophenyl)propionamide was prepared as described in Example 1c starting from 2-fluoro-4-hydroxybenzonitrile and 2-methyloxirane-2-carboxylic acid (2-methyl-4-nitrophenyl)amide. The crude product was purified by flash chromatography (dichloromethane-1.3% methanol). 1H NMR (400 MHz, DMSO-d6): 1.46 (3H, s), 2.37 (3H, s), 4.13 (1H, d, J=10.1 Hz), 4.37 (1H, d, J=10.1 Hz), 6.51 (1H, s), 6.95-6.98 (1H, m), 7.17-7.21 (1H, m), 7.78-7.83 (1H, ... Starting materials: C1(CCCCCCC1)N=C=O (cyclooctylisocyanate), N1=CC=CC=C1 (pyridine), C(CCCCC(=O)Cl)(=O)Cl (adipic acid chloride). Solvent: C=1(C(=CC=CC1)C)C (xylene). The product is C1(CCCCCCC1)N1C(OC2=C(C1=O)CCC2)=O (3-cyclooctyl-2,3,4,5,6,7-hexahydrocyclopenta[e]-1,3-oxazine-2,4-dione). As a reaction SMILES: [C:1](Cl)(=[O:9])[CH2:2][CH2:3][CH2:4][CH2:5][C:6](Cl)=[O:7].[CH:11]1([N:19]=[C:20]=[O:21])[CH2:18][CH2:17][CH2:16][CH2:15][CH2:14][CH2:13][CH2:12]1.N1C=CC=CC=1>C1(C)C(C)=CC=CC=1>[CH:11]1([N:19]2[C:1](=[O:9])[C:2]3[CH2:3][CH2:4][CH2:5][C:6]=3[O:7][C:20]2=[O:21])[CH2:18][CH2:17][CH2:16][CH2:15][CH2:14][CH2:13][CH2:12]1. Procedure details: With stirring and reflux cooling, 183 g (1 mole) of adipic acid chloride were added to a solution, kept at 120°C., of 168.6 g (1.1 moles) of cyclooctylisocyanate and 162 ml (2 moles) of pyridine in 500 ml of xylene. After 3 hours' reaction time, cooling was effected, followed by filtering off from the separated pyridine hydrochloride. The filtrate was first freed from solvent under reduced pressure and, finally, was distilled in a high vacuum. 158.2 g (60% of the theory) of 3-cyclooctyl-2,3,4,5,... The reactants are CC=1SC=C(N1)COC1=CC(=C(C=C1)[N+](=O)[O-])[N+](=O)[O-] (1-(2-methylthiazol-4-yl)methoxy-3,4-dinitrobenzene), O1CCN(CC1)C1=CC=C(C=C1)NC(=O)C1=CC=C(C=O)C=C1 (4-(4-morpholinophenyl)aminocarbonylbenzaldehyde). Product: CC=1SC=C(N1)COC=1C=CC2=C(NC(=N2)C2=CC=C(C(=O)NC3=CC=C(C=C3)N3CCOCC3)C=C2)C1 (4-(6-(2-Methylthiazol-4-ylmethoxy)-1H-benzo[d]imidazol-2-yl)-N-(4-morpholinophenyl)benzamide). RXN SMILES: [CH3:1][C:2]1[S:3][CH:4]=[C:5]([CH2:7][O:8][C:9]2[CH:14]=[CH:13][C:12]([N+:15]([O-])=O)=[C:11]([N+:18]([O-])=O)[CH:10]=2)[N:6]=1.[O:21]1[CH2:26][CH2:25][N:24]([C:27]2[CH:32]=[CH:31][C:30]([NH:33][C:34]([C:36]3[CH:43]=[CH:42][C:39]([CH:40]=O)=[CH:38][CH:37]=3)=[O:35])=[CH:29][CH:28]=2)[CH2:23][CH2:22]1>>[CH3:1][C:2]1[S:3][CH:4]=[C:5]([CH2:7][O:8][C:9]2[CH:14]=[CH:13][C:12]3[N:15]=[C:40]([C:39]4[CH:38]=[CH:37][C:36]([C:34]([NH:33][C:30]5[CH:29]=[CH:28][C:27]([N:24]6[CH2:23][CH2:22][O:21][CH2:26][CH2:25]6)=[CH:32][CH:31]=5)=[O:35])=[CH:43][CH:42]=4)[NH:18][C:11]=3[CH:10]=2)[N:6]=1. Procedure: Compound 622 was prepared according to the procedure similar to that described in Scheme III from 1-(2-methylthiazol-4-yl)methoxy-3,4-dinitrobenzene and 4-(4-(4-morpholinophenyl)aminocarbonylbenzaldehyde. [M+H]+ calcd for C29H27N5O3S: 526.18; found: 526.06.